Dataset: the Open Reaction Database (ORD), a public repository of structured organic reaction records. Task: describe an organic reaction: reactants, conditions, products, and yield Reactants: ClC(C)C(C)=O (2-chloro-3-butanone), COC1=CC=C(C(=S)N)C=C1 ((4-methoxy)thiobenzamide), C(C)O (ethanol), ClC(C(C)=O)C (3-chloro-2-butanone). Solvent: CCOCC (ether). The product is COC1=CC=C(C=C1)C=1SC(=C(N1)C)C (2-(4-methoxyphenyl)-4,5-dimethylthiazole). Yield: 87.3%. As a reaction SMILES: [CH3:1][O:2][C:3]1[CH:11]=[CH:10][C:6]([C:7]([NH2:9])=[S:8])=[CH:5][CH:4]=1.C(O)C.Cl[CH:16]([CH3:20])[C:17](=O)[CH3:18]>CCOCC>[CH3:1][O:2][C:3]1[CH:11]=[CH:10][C:6]([C:7]2[S:8][C:16]([CH3:20])=[C:17]([CH3:18])[N:9]=2)=[CH:5][CH:4]=1. Procedure details: To a stirred mixture of 65.1 g (4-methoxy)thiobenzamide and 156 ml ethanol was added dropwise 50.1 g 3-chloro-2-butanone, and the reaction mixture was heated at reflux for 3 hours. An additional 6.1 g 2-chloro-3-butanone was added and heating was continued for an additional hour. The reaction mixture was cooled, 300 ml ether added, and the solid which precipitated was collected and dried to give 74.5 g 2-(4-methoxyphenyl)-4,5-dimethylthiazole in the form of its hydrochloride monohydrate, m.p. 16...